This data is from the Open Reaction Database (ORD), a public repository of structured organic reaction records. The task is: describe an organic reaction: reactants, conditions, products, and yield The reactants are Cc1nc(-n2ccc(O)cc2=O)sc1C(=O)O, NCc1ncco1. Product: Cc1nc(-n2ccc(O)cc2=O)sc1C(=O)NCc1ncco1. As a reaction SMILES: [OH:1][c:2]1[cH:3][c:4](=[O:17])[n:5](-[c:8]2[s:9][c:10]([C:14](=[O:15])[OH:16])[c:11]([CH3:13])[n:12]2)[cH:6][cH:7]1.[o:18]1[c:19]([CH2:23][NH2:24])[n:20][cH:21][cH:22]1>>[OH:1][c:2]1[cH:3][c:4](=[O:17])[n:5](-[c:8]2[s:9][c:10]([C:14](=[O:16])[NH:24][CH2:23][c:19]3[o:18][cH:22][cH:21][n:20]3)[c:11]([CH3:13])[n:12]2)[cH:6][cH:7]1.